From a dataset of the Open Reaction Database (ORD), a public repository of structured organic reaction records. describe an organic reaction: reactants, conditions, products, and yield Reported procedure: To a solution of 1-[1-(6-chloro-3-pyridyl)-5-phenylpyrazole-3-carbonyl]-4-methylpiperazine (200 mg) obtained in Example 110 in dioxane (1.0 mL), cyclopropylamine (1.0 mL) was added. The mixture was stirred at 100° C. for 3 days in a sealed tube, and then cooled in air. The reaction mixture was partitioned between water and ethyl acetate. The organic layer was sequentially washed with water and saturated aqueous sodium hydrogencarbonate, and then dried over magnesium sulfate anhydrate. After filt... Run in O1CCOCC1 (dioxane). Reactants: ClC1=CC=C(C=N1)N1N=C(C=C1C1=CC=CC=C1)C(=O)N1CCN(CC1)C (1-[1-(6-Chloro-3-pyridyl)-5-phenylpyrazole-3-carbonyl]-4-methylpiperazine), C1(CC1)N (cyclopropylamine). Yields the product C1(CC1)NC1=CC=C(C=N1)N1N=C(C=C1C1=CC=CC=C1)C(=O)N1CCN(CC1)C (1-[1-(6-Cyclopropylamino-3-pyridyl)-5-phenylpyrazole-3-carbonyl]-4-methylpiperazine), product. The yield is 9.0%. Conditions: temperature 100 celsius, time 3 day. RXN SMILES: Cl[C:2]1[N:7]=[CH:6][C:5]([N:8]2[C:12]([C:13]3[CH:18]=[CH:17][CH:16]=[CH:15][CH:14]=3)=[CH:11][C:10]([C:19]([N:21]3[CH2:26][CH2:25][N:24]([CH3:27])[CH2:23][CH2:22]3)=[O:20])=[N:9]2)=[CH:4][CH:3]=1.[CH:28]1([NH2:31])[CH2:30][CH2:29]1>O1CCOCC1>[CH:28]1([NH:31][C:2]2[N:7]=[CH:6][C:5]([N:8]3[C:12]([C:13]4[CH:18]=[CH:17][CH:16]=[CH:15][CH:14]=4)=[CH:11][C:10]([C:19]([N:21]4[CH2:26][CH2:25][N:24]([CH3:27])[CH2:23][CH2:22]4)=[O:20])=[N:9]3)=[CH:4][CH:3]=2)[CH2:30][CH2:29]1.